From a dataset of the Open Reaction Database (ORD), a public repository of structured organic reaction records. describe an organic reaction: reactants, conditions, products, and yield Starting materials: CC(C)(C)OC(=O)c1ccc(NC2CCNCC2)c([N+](=O)[O-])c1, CCCCCO, COc1cc2nc(Cl)nc(N)c2cc1OC. Yields the product COc1cc2nc(N3CCC(Nc4ccc(C(=O)OC(C)(C)C)cc4[N+](=O)[O-])CC3)nc(N)c2cc1OC. Reaction SMILES: [C:17]([CH3:18])([CH3:19])([CH3:20])[O:21][C:22]([c:23]1[cH:24][c:25]([N+:36](=[O:37])[O-:38])[c:26]([NH:29][CH:30]2[CH2:31][CH2:32][NH:33][CH2:34][CH2:35]2)[cH:27][cH:28]1)=[O:39].[CH2:40]([OH:41])[CH2:42][CH2:43][CH2:44][CH3:45].[NH2:1][c:2]1[n:3][c:4]([Cl:16])[n:5][c:6]2[cH:7][c:8]([O:14][CH3:15])[c:9]([O:12][CH3:13])[cH:10][c:11]12>>[NH2:1][c:2]1[n:3][c:4]([N:33]2[CH2:32][CH2:31][CH:30]([NH:29][c:26]3[c:25]([N+:36](=[O:37])[O-:38])[cH:24][c:23]([C:22]([O:21][C:17]([CH3:18])([CH3:19])[CH3:20])=[O:39])[cH:28][cH:27]3)[CH2:35][CH2:34]2)[n:5][c:6]2[cH:7][c:8]([O:14][CH3:15])[c:9]([O:12][CH3:13])[cH:10][c:11]12. The reactants are COc1cc(C)cc(-c2nn(CC#N)cc2-c2ccnc(S(C)(=O)=O)n2)c1, CCN(C(C)C)C(C)C, C1CCOC1, OC1CCNC1. The product is COc1cc(C)cc(-c2nn(CC#N)cc2-c2ccnc(N3CCC(O)C3)n2)c1. Reaction SMILES: [CH3:1][S:2](=[O:3])(=[O:4])[c:5]1[n:6][cH:7][cH:8][c:9](-[c:11]2[c:12](-[c:19]3[cH:20][c:21]([O:26][CH3:27])[cH:22][c:23]([CH3:25])[cH:24]3)[n:13][n:14]([CH2:16][C:17]#[N:18])[cH:15]2)[n:10]1.[CH:34]([N:35]([CH2:36][CH3:37])[CH:38]([CH3:39])[CH3:40])([CH3:41])[CH3:42].[O:43]1[CH2:44][CH2:45][CH2:46][CH2:47]1.[OH:28][CH:29]1[CH2:30][NH:31][CH2:32][CH2:33]1>>[c:5]1([N:31]2[CH2:30][CH:29]([OH:28])[CH2:33][CH2:32]2)[n:6][cH:7][cH:8][c:9](-[c:11]2[c:12](-[c:19]3[cH:20][c:21]([O:26][CH3:27])[cH:22][c:23]([CH3:25])[cH:24]3)[n:13][n:14]([CH2:16][C:17]#[N:18])[cH:15]2)[n:10]1. Starting materials: C(C)OC(=O)C1(CC1)C1=CC=C(C=C1)C1=CC=C(C=C1)C1=C(C(=NO1)C)N (1-[4′-(4-amino-3-methyl-isoxazol-5-yl)-biphenyl-4-yl]-cyclopropanecarboxylic acid ethyl ester), BrC=1C=NC=C(C1)C1=CC(=CC=C1)F (3-bromo-5-(3-fluoro-phenyl)-pyridine). Product: C(C)OC(=O)C1(CC1)C1=CC=C(C=C1)C1=CC=C(C=C1)C1=C(C(=NO1)C)NC=1C=NC=C(C1)C1=CC(=CC=C1)F (1-(4′-{4-[5-(3-Fluoro-phenyl)-pyridin-3-ylamino]-3-methyl-isoxazol-5-yl}-biphenyl-4-yl)-cyclopropanecarboxylic acid ethyl ester). RXN SMILES: [CH2:1]([O:3][C:4]([C:6]1([C:9]2[CH:14]=[CH:13][C:12]([C:15]3[CH:20]=[CH:19][C:18]([C:21]4[O:25][N:24]=[C:23]([CH3:26])[C:22]=4[NH2:27])=[CH:17][CH:16]=3)=[CH:11][CH:10]=2)[CH2:8][CH2:7]1)=[O:5])[CH3:2].Br[C:29]1[CH:30]=[N:31][CH:32]=[C:33]([C:35]2[CH:40]=[CH:39][CH:38]=[C:37]([F:41])[CH:36]=2)[CH:34]=1>>[CH2:1]([O:3][C:4]([C:6]1([C:9]2[CH:10]=[CH:11][C:12]([C:15]3[CH:20]=[CH:19][C:18]([C:21]4[O:25][N:24]=[C:23]([CH3:26])[C:22]=4[NH:27][C:29]4[CH:30]=[N:31][CH:32]=[C:33]([C:35]5[CH:40]=[CH:39][CH:38]=[C:37]([F:41])[CH:36]=5)[CH:34]=4)=[CH:17][CH:16]=3)=[CH:13][CH:14]=2)[CH2:8][CH2:7]1)=[O:5])[CH3:2]. Reported procedure: Prepared according to the procedure described in Example 68, Step 2, using 1-[4′-(4-amino-3-methyl-isoxazol-5-yl)-biphenyl-4-yl]-cyclopropanecarboxylic acid ethyl ester and 3-bromo-5-(3-fluoro-phenyl)-pyridine. Reactants: C(=O)C=1SC=C(N1)[C@H]1N(C[C@@H](C1)OS(=O)(=O)C)C(=O)OCC1=CC=C(C=C1)[N+](=O)[O-] ((2S,4R)-2-(2-formylthiazol-4-yl)-4-methanesulfonyloxy-1- (4-nitrobenzyloxycarbonyl)pyrrolidine), C(C)(=O)O (acetic acid), [BH4-].[Na+] (sodium borohydride). Solvent: CO (methanol), O1CCCC1 (tetrahydrofuran). Run at temperature 0 celsius, time 30 minute. The product is OCC=1SC=C(N1)[C@H]1N(C[C@@H](C1)OS(=O)(=O)C)C(=O)OCC1=CC=C(C=C1)[N+](=O)[O-] ((2S, 4R)-2-[2-(hydroxymethyl) thiazol-4-yl]-4-(methanesulfonyloxy)-1-(4-nitrobenzyloxycarbonyl) pyrrolidine). The yield is 92.1%. Reaction SMILES: [CH:1]([C:3]1[S:4][CH:5]=[C:6]([C@@H:8]2[CH2:12][C@@H:11]([O:13][S:14]([CH3:17])(=[O:16])=[O:15])[CH2:10][N:9]2[C:18]([O:20][CH2:21][C:22]2[CH:27]=[CH:26][C:25]([N+:28]([O-:30])=[O:29])=[CH:24][CH:23]=2)=[O:19])[N:7]=1)=[O:2].[BH4-].[Na+].C(O)(=O)C>CO.O1CCCC1>[OH:2][CH2:1][C:3]1[S:4][CH:5]=[C:6]([C@@H:8]2[CH2:12][C@@H:11]([O:13][S:14]([CH3:17])(=[O:16])=[O:15])[CH2:10][N:9]2[C:18]([O:20][CH2:21][C:22]2[CH:27]=[CH:26][C:25]([N+:28]([O-:30])=[O:29])=[CH:24][CH:23]=2)=[O:19])[N:7]=1 |f:1.2|. Procedure details: To a solution of (2S,4R)-2-(2-formylthiazol-4-yl)-4-methanesulfonyloxy-1- (4-nitrobenzyloxycarbonyl)pyrrolidine (2.26 g) in a mixture of methanol (30 ml) and tetrahydrofuran (30 ml) was added sodium borohydride (94 mg) at 0° C. After stirring at 0° C. for 30 minutes, acetic acid (0.6 ml) was added to the solution. After the mixture was evaporated, the residue was dissolved in ethyl acetate, washed with water, saturated sodium bicarbonate and brine successively. The dried organic layer was evapor... Reactants: ClCCl, CCOC(OCC)c1ccccc1C(O)c1cccnc1F, O=[Cr](=O)=O. Yields the product CCOC(OCC)c1ccccc1C(=O)c1cccnc1F. RXN SMILES: [CH2:27]([Cl:28])[Cl:29].[F:5][c:6]1[n:7][cH:8][cH:9][cH:10][c:11]1[CH:12]([OH:13])[c:14]1[c:15]([CH:20]([O:21][CH2:22][CH3:23])[O:24][CH2:25][CH3:26])[cH:16][cH:17][cH:18][cH:19]1.[O:1]=[Cr:2](=[O:3])=[O:4]>>[F:5][c:6]1[n:7][cH:8][cH:9][cH:10][c:11]1[C:12](=[O:13])[c:14]1[c:15]([CH:20]([O:21][CH2:22][CH3:23])[O:24][CH2:25][CH3:26])[cH:16][cH:17][cH:18][cH:19]1. Starting materials: ClC=1N=CC(=NC1)CO ((5-chloro-2-pyrazinyl)methanol), C(=O)(OCC)C=P(C1=CC=CC=C1)(C1=CC=CC=C1)C1=CC=CC=C1 ((carbethoxymethylene)triphenylphosphorane). Reagents/catalysts: [O-2].[Mn+4].[O-2] (manganese(IV) oxide). The solvent is O1CCOCC1 (dioxane). Run at time 2 hour. Product: ClC=1N=CC(=NC1)/C=C/C(=O)OCC (ethyl (2E)-3-(5-chloro-2-pyrazinyl)acrylate). Isolated yield 68.0%. Reaction SMILES: [Cl:1][C:2]1[N:3]=[CH:4][C:5]([CH2:8]O)=[N:6][CH:7]=1.[C:10]([CH:15]=P(C1C=CC=CC=1)(C1C=CC=CC=1)C1C=CC=CC=1)([O:12][CH2:13][CH3:14])=[O:11]>O1CCOCC1.[O-2].[Mn+4].[O-2]>[Cl:1][C:2]1[N:3]=[CH:4][C:5](/[CH:8]=[CH:15]/[C:10]([O:12][CH2:13][CH3:14])=[O:11])=[N:6][CH:7]=1 |f:3.4.5|. Procedure: To a solution of (5-chloro-2-pyrazinyl)methanol (11.0 g) in dioxane (110 mL) was added manganese(IV) oxide (26.5 g) and (carbethoxymethylene)triphenylphosphorane (29.2 g). After stirring for 2 hours at room temperature, a resulting precipitate was filtered and the filtrate was evaporated in vacuo. The residue was purified by column chromatography on silica gel to give ethyl (2E)-3-(5-chloro-2-pyrazinyl)acrylate (11.0 g). The reactants are CN(C(OC(C)(C)C)=O)CCOCCNC1=C(C=NC2=CC=CC=C12)[N+](=O)[O-] (tert-butyl methyl(2-{2-[(3-nitroquinolin-4-yl)amino]ethoxy}ethyl)carbamate). The reagents and catalysts are [Pt] (Pt on carbon). Run in C1(=CC=CC=C1)C (toluene). Conditions: time 24 hour. Yields the product NC=1C=NC2=CC=CC=C2C1NCCOCCN(C(OC(C)(C)C)=O)C (tert-butyl 2-{2-[(3-aminoquinolin-4-yl)amino]ethoxy}ethyl(methyl)carbamate). Yield: 112.3%. Reaction SMILES: [CH3:1][N:2]([CH2:10][CH2:11][O:12][CH2:13][CH2:14][NH:15][C:16]1[C:25]2[C:20](=[CH:21][CH:22]=[CH:23][CH:24]=2)[N:19]=[CH:18][C:17]=1[N+:26]([O-])=O)[C:3](=[O:9])[O:4][C:5]([CH3:8])([CH3:7])[CH3:6]>C1(C)C=CC=CC=1.[Pt]>[NH2:26][C:17]1[CH:18]=[N:19][C:20]2[C:25]([C:16]=1[NH:15][CH2:14][CH2:13][O:12][CH2:11][CH2:10][N:2]([CH3:1])[C:3](=[O:9])[O:4][C:5]([CH3:6])([CH3:7])[CH3:8])=[CH:24][CH:23]=[CH:22][CH:21]=2. Reported procedure: A solution of tert-butyl methyl(2-{2-[(3-nitroquinolin-4-yl)amino]ethoxy}ethyl)carbamate (6.56 g, 16.8 mmol) in 75 mL of toluene was treated with 0.5 g of 5% Pt on carbon and shaken under H2 (3 Kg/cm2) for 24 h. The solution was then filtered through a Celite pad and concentrated to give 6.8 g of crude tert-butyl 2-{2-[(3-aminoquinolin-4-yl)amino]ethoxy}ethyl(methyl)carbamate as an orange syrup which was carried on without further purification.